This data is from the Open Reaction Database (ORD), a public repository of structured organic reaction records. The task is: describe an organic reaction: reactants, conditions, products, and yield Starting materials: N[C@H]1CN(CC1)C1=NC(=C2N=CN(C2=N1)[C@H]1[C@@H]([C@@H]([C@H](C1)N1N=C(N=N1)CC)O)O)NCC(C1=CC=C(C=C1)O)C1=CC=C(C=C1)O ((1R,2S,3R,5S)-3-{2-((R)-3-Amino-pyrrolidin-1-yl)-6-[2,2-bis-(4-hydroxy-phenyl)-ethylamino]-purin-9-yl}-5-(5-ethyl-tetrazol-2-yl)-cyclopentane-1,2-diol), Cl.C1(=CC=CC=C1)C(CNC1=C2N=CN(C2=NC(=N1)N1C[C@@H](CC1)NC(=O)NCC1=NC=CC=C1)[C@H]1[C@@H]([C@@H]([C@H](C1)N1N=C(N=N1)CC)O)O)C1=CC=CC=C1 (1-((R)-1-{6-(2,2-Diphenyl-ethylamino)-9-[(1R,2S,3R,4S)-4-(5-ethyl-tetrazol-2-yl)-2,3-dihydroxy-cyclopentyl]-9H-purin-2-yl}-pyrrolidin-3-yl)-3-pyridin-2-ylmethyl-urea hydrochloride), CN1C=NC(=C1)CN (C-(1-methyl-1H-imidazol-4-yl)-methylamine). Product: Cl.OC1=CC=C(C=C1)C(CNC1=C2N=CN(C2=NC(=N1)N1C[C@@H](CC1)NC(=O)NCC=1N=CN(C1)C)[C@H]1[C@@H]([C@@H]([C@H](C1)N1N=C(N=N1)CC)O)O)C1=CC=C(C=C1)O (1-((R)-1-{6-[2,2-Bis-(4-hydroxy-phenyl)-ethylamino]-9-[(1R,2S,3R,4S)-4-(5-ethyl-tetrazol-2-yl)-2,3-dihydroxy-cyclopentyl]-9H-purin-2-yl}-pyrrolidin-3-yl)-3-(1-methyl-1H-imidazol-4-ylmethyl)-urea hydrochloride). RXN SMILES: [NH2:1][C@@H:2]1[CH2:6][CH2:5][N:4]([C:7]2[N:15]=[C:14]3[C:10]([N:11]=[CH:12][N:13]3[C@@H:16]3[CH2:20][C@H:19]([N:21]4[N:25]=[N:24][C:23]([CH2:26][CH3:27])=[N:22]4)[C@@H:18]([OH:28])[C@H:17]3[OH:29])=[C:9]([NH:30][CH2:31][CH:32]([C:40]3[CH:45]=[CH:44][C:43]([OH:46])=[CH:42][CH:41]=3)[C:33]3[CH:38]=[CH:37][C:36]([OH:39])=[CH:35][CH:34]=3)[N:8]=2)[CH2:3]1.[ClH:47].C1(C(C2C=CC=CC=2)CNC2N=C(N3CC[C@@H](N[C:72](NCC4C=CC=CN=4)=[O:73])C3)N=C3C=2N=CN3[C@@H]2C[C@H](N3N=NC(CC)=N3)[C@@H](O)[C@H]2O)C=CC=CC=1.[CH3:102][N:103]1[CH:107]=[C:106]([CH2:108][NH2:109])[N:105]=[CH:104]1>>[ClH:47].[OH:46][C:43]1[CH:44]=[CH:45][C:40]([CH:32]([C:33]2[CH:38]=[CH:37][C:36]([OH:39])=[CH:35][CH:34]=2)[CH2:31][NH:30][C:9]2[N:8]=[C:7]([N:4]3[CH2:5][CH2:6][C@@H:2]([NH:1][C:72]([NH:109][CH2:108][C:106]4[N:105]=[CH:104][N:103]([CH3:102])[CH:107]=4)=[O:73])[CH2:3]3)[N:15]=[C:14]3[C:10]=2[N:11]=[CH:12][N:13]3[C@@H:16]2[CH2:20][C@H:19]([N:21]3[N:25]=[N:24][C:23]([CH2:26][CH3:27])=[N:22]3)[C@@H:18]([OH:28])[C@H:17]2[OH:29])=[CH:41][CH:42]=1 |f:1.2,4.5|. Reported procedure: This compound is prepared from (1R,2S,3R,5S)-3-{2-((R)-3-amino-pyrrolidin-1-yl)-6-[2,2-bis-(4-hydroxy-phenyl)-ethylamino]-purin-9-yl}-5-(5-ethyl-tetrazol-2-yl)-cyclopentane-1,2-diol (Example 106) using a procedure analogous to that of 1-((R)-1-{6-(2,2-diphenyl-ethylamino)-9-[(1R,2S,3R,4S)-4-(5-ethyl-tetrazol-2-yl)-2,3-dihydroxy-cyclopentyl]-9H-purin-2-yl}-pyrrolidin-3-yl)-3-pyridin-2-ylmethyl-urea hydrochloride (Example 113) by replacing 2-aminomethylpyridine with C-(1-methyl-1H-imidazol-4-yl)-m...